This data is from the Open Reaction Database (ORD), a public repository of structured organic reaction records. The task is: describe an organic reaction: reactants, conditions, products, and yield Starting materials: CC1(C(C(OC1)=O)=O)C (Dihydro-4,4-dimethyl-2,3-furandione), Cl.NNC(=N)NN (1,3-diaminoguanidine monohydrochloride), O (water). Solvent: C(C)O (ethanol). Run at time 8 hour. The product is Cl.NC1=NN=C(C(N1N)=O)C(CO)(C)C (3,4-diamino-6-(1′,1′-dimethyl-2′-hydroxyethyl)-1,2,4-triazin-5(4H)-one hydrochloride). Isolated yield 60.9%. Reaction SMILES: [CH3:1][C:2]1([CH3:9])[CH2:6][O:5][C:4](=[O:7])[C:3]1=O.[ClH:10].[NH2:11][NH:12][C:13]([NH:15][NH2:16])=[NH:14].O>C(O)C>[ClH:10].[NH2:14][C:13]1[N:15]([NH2:16])[C:4](=[O:7])[C:3]([C:2]([CH3:9])([CH3:1])[CH2:6][OH:5])=[N:11][N:12]=1 |f:1.2,5.6|. Reported procedure: Dihydro-4,4-dimethyl-2,3-furandione (2 g, 15.6 mmole) and 1,3-diaminoguanidine monohydrochloride (12.96 g, 15.61 mmole) were dissolved in ethanol and the resulting solution heated to reflux temperatures. To the refluxing reaction mixture, was added water until a clear solution was obtained. The mixture was then refluxed overnight, cooled to room temperature and stored at −20° C. overnight. The product which separated was filtered and dried. It was crystallized from a mixture of ethanol and water... The reactants are ClC1=NC2=CC=CC=C2C(=N1)NC1=C(C=C(C=C1)OC)OC ((2-chloro-quinazolin-4-yl)-(2,4-dimethoxy-phenyl)-amine), CI (methyl iodide), example 36. Product: ClC1=NC2=CC=CC=C2C(=N1)N(C)C1=C(C=C(C=C1)OC)OC ((2-Chloro-quinazolin-4-yl)-(2,4-dimethoxy-phenyl)-methyl-amine). Reaction SMILES: [Cl:1][C:2]1[N:11]=[C:10]([NH:12][C:13]2[CH:18]=[CH:17][C:16]([O:19][CH3:20])=[CH:15][C:14]=2[O:21][CH3:22])[C:9]2[C:4](=[CH:5][CH:6]=[CH:7][CH:8]=2)[N:3]=1.[CH3:23]I>>[Cl:1][C:2]1[N:11]=[C:10]([N:12]([C:13]2[CH:18]=[CH:17][C:16]([O:19][CH3:20])=[CH:15][C:14]=2[O:21][CH3:22])[CH3:23])[C:9]2[C:4](=[CH:5][CH:6]=[CH:7][CH:8]=2)[N:3]=1. Procedure details: The title compound was prepared from (2-chloro-quinazolin-4-yl)-(2,4-dimethoxy-phenyl)-amine and methyl iodide by a procedure similar to example 36 (91% yield). 1H NMR (CDCl3): 7.70-7.73 (m, 1H), 7.54 (ddd, J=8.7, 6.3 and 2.1 Hz, 1H), 7.10 (d, J=8.7 Hz, 1H), 6.93-7.23 (m, 2H), 6.50-6.57 (m, 2H), 3.87 (s, 3H), 3.67 (s, 3H), 3.52 (s, 3H). Reactants: S(O)(O)(=O)=O (sulfuric acid), [NH4+].[OH-] (NH4OH), O=C1CCCC2=C1C(=CO2)C(=O)OC (methyl 4,5,6,7-tetrahydro-4-oxo-3-benzofurancarboxylate), [N-]=[N+]=[N-].[Na+] (sodium azide). Run in C(Cl)(Cl)Cl (chloroform), O (water). Reaction conditions: time 24 hour. Yields the product O=C1CCCC2=C(N1)C(=CO2)C(=O)OC (Methyl 5,6,7,8-tetrahydro-5-oxo-4H-furo[3,2-b]azepine-3-carboxylate). The yield is 92.8%. RXN SMILES: [O:1]=[C:2]1[C:7]2[C:8]([C:11]([O:13][CH3:14])=[O:12])=[CH:9][O:10][C:6]=2[CH2:5][CH2:4][CH2:3]1.[N-:15]=[N+]=[N-].[Na+].S(=O)(=O)(O)O.[NH4+].[OH-]>C(Cl)(Cl)Cl.O>[O:1]=[C:2]1[NH:15][C:7]2[C:8]([C:11]([O:13][CH3:14])=[O:12])=[CH:9][O:10][C:6]=2[CH2:5][CH2:4][CH2:3]1 |f:1.2,4.5|. Reported procedure: To a mixture of 1.0 g of methyl 4,5,6,7-tetrahydro-4-oxo-3-benzofurancarboxylate and 502 mg of sodium azide in 5 ml of chloroform is added dropwise at 32°-36° C. under argon 1.4 ml of sulfuric acid. The reaction mixture is stirred at room temperature for 24 hours. The reaction mixture is diluted with 14 ml of water and rendered alkaline with NH4OH and extracted with chloroform. The separated organic layer is washed with water, brine and dried with Na2SO4 and concentrated in vacuo to give 1.0 g o... The reactants are FC(S(=O)(=O)OC=1C(=C2C=CC(=NC2=CC1Cl)C)C1=CC=C(C=C1)Cl)(F)F (7-chloro-5-(4-chlorophenyl)-2-methylquinolin-6-yl trifluoromethanesulfonate), BrC1=C2C=CC(=NC2=CC(=C1O)C)C (5-bromo-2,7-dimethylquinolin-6-ol). Yields the product FC(S(=O)(=O)OC=1C(=C2C=CC(=NC2=CC1C)C)Br)(F)F (5-bromo-2,7-dimethylquinolin-6-yl trifluoromethanesulfonate). RXN SMILES: [F:1][C:2]([F:27])([F:26])[S:3](OC1C(C2C=CC(Cl)=CC=2)=C2C(=CC=1Cl)N=C(C)C=C2)(=[O:5])=[O:4].[Br:28][C:29]1[C:38]([OH:39])=[C:37]([CH3:40])[CH:36]=[C:35]2[C:30]=1[CH:31]=[CH:32][C:33]([CH3:41])=[N:34]2>>[F:1][C:2]([F:27])([F:26])[S:3]([O:39][C:38]1[C:29]([Br:28])=[C:30]2[C:35](=[CH:36][C:37]=1[CH3:40])[N:34]=[C:33]([CH3:41])[CH:32]=[CH:31]2)(=[O:5])=[O:4]. Procedure details: Compound 5A was prepared following the procedure used to prepare compound 1F of Example 1, except that 5-bromo-2,7-dimethylquinolin-6-ol (2C) was used instead of compound 1E. LCMS-ESI+ (m/z): 383.9, 385.9 (M+14)+.